Dataset: the Open Reaction Database (ORD), a public repository of structured organic reaction records. Task: describe an organic reaction: reactants, conditions, products, and yield The reactants are CSc1c(-c2nnc(C(C)(C)C)o2)nn(-c2ccc(Cl)cc2Cl)c1-c1ccc(Cl)cc1, ClCCl, [Na+], O=C([O-])O, O=C(OO)c1cccc(Cl)c1. The product is CS(=O)c1c(-c2nnc(C(C)(C)C)o2)nn(-c2ccc(Cl)cc2Cl)c1-c1ccc(Cl)cc1. RXN SMILES: [C:1]([CH3:2])([CH3:3])([CH3:4])[c:5]1[o:6][c:7](-[c:10]2[n:11][n:12](-[c:24]3[c:25]([Cl:31])[cH:26][c:27]([Cl:30])[cH:28][cH:29]3)[c:13](-[c:17]3[cH:18][cH:19][c:20]([Cl:23])[cH:21][cH:22]3)[c:14]2[S:15][CH3:16])[n:8][n:9]1.[Cl:48][CH2:49][Cl:50].[Na+:47].[O-:43][C:44]([OH:45])=[O:46].[OH:32][O:33][C:34]([c:35]1[cH:36][c:37]([Cl:38])[cH:39][cH:40][cH:41]1)=[O:42]>>[C:1]([CH3:2])([CH3:3])([CH3:4])[c:5]1[o:6][c:7](-[c:10]2[n:11][n:12](-[c:24]3[c:25]([Cl:31])[cH:26][c:27]([Cl:30])[cH:28][cH:29]3)[c:13](-[c:17]3[cH:18][cH:19][c:20]([Cl:23])[cH:21][cH:22]3)[c:14]2[S:15]([CH3:16])=[O:32])[n:8][n:9]1. The reactants are CC(CN1C(=NC=2C1=NC(=CC2)C#CC2=CC=C(C=C2)F)N)(C)C (3-(2,2-dimethyl-propyl)-5-(4-fluoro-phenylethynyl)-3H-imidazo[4,5-b]pyridin-2-ylamine), C (charcoal). Run in CO (methanol). The product is CC(CN1C(=NC=2C1=NC(=CC2)CCC2=CC=C(C=C2)F)N)(C)C (3-(2,2-Dimethyl-propyl)-5-(4-fluoro-phenylethyl)-3H-imidazo[4,5-b]pyridin-2-ylamine). Yield: 79.4%. Reaction SMILES: [CH3:1][C:2]([CH3:24])([CH3:23])[CH2:3][N:4]1[C:8]2=[N:9][C:10]([C:13]#[C:14][C:15]3[CH:20]=[CH:19][C:18]([F:21])=[CH:17][CH:16]=3)=[CH:11][CH:12]=[C:7]2[N:6]=[C:5]1[NH2:22].C>CO>[CH3:1][C:2]([CH3:24])([CH3:23])[CH2:3][N:4]1[C:8]2=[N:9][C:10]([CH2:13][CH2:14][C:15]3[CH:16]=[CH:17][C:18]([F:21])=[CH:19][CH:20]=3)=[CH:11][CH:12]=[C:7]2[N:6]=[C:5]1[NH2:22]. Procedure details: Add methanol (1,200 mL) to combined lots of 3-(2,2-dimethyl-propyl)-5-(4-fluoro-phenylethynyl)-3H-imidazo[4,5-b]pyridin-2-ylamine (37.30 g) and heat to reflux. Add activated charcoal (3.73 g, 10 wt %) and reflux for 1 h. Filter while slurry is hot, then add water (375 mL) to the filtrate with stirring at room temperature. Filter off solids, wash 2×100 mL water and dry under reduced pressure at 45-50° C. to provide 30.0 g (80%) of the desired compound. Reactants: [N-]=[N+]=[N-].CN(C(N(C)C)=[NH2+])C (tetramethylguanidinium azide), IC1C(NC2=C(CC1)C=C(C=C2)F)=O (3-iodo-7-fluoro-2,3,4,5-tetrahydro-1H-1-benzazepin-2-one), O (water). Run in C(Cl)Cl (methylene chloride). Run at time 16 hour. Yields the product N(=[N+]=[N-])C1C(NC2=C(CC1)C=C(C=C2)F)=O (3-Azido-7-fluoro-2,3,4,5-tetrahydro-1H-1-benzazepin-2-one). Yield: 90.9%. As a reaction SMILES: I[CH:2]1[CH2:8][CH2:7][C:6]2[CH:9]=[C:10]([F:13])[CH:11]=[CH:12][C:5]=2[NH:4][C:3]1=[O:14].[N-:15]=[N+:16]=[N-:17].CN(C)C(=[NH2+])N(C)C.O>C(Cl)Cl>[N:15]([CH:2]1[CH2:8][CH2:7][C:6]2[CH:9]=[C:10]([F:13])[CH:11]=[CH:12][C:5]=2[NH:4][C:3]1=[O:14])=[N+:16]=[N-:17] |f:1.2|. Procedure details: 101 mg (0.33 mmol) of 3-iodo-7-fluoro-2,3,4,5-tetrahydro-1H-1-benzazepin-2-one (Step B) was dissolved in 8.3 mL of methylene chloride and 105 mg (0.66 mmol, 2 eq) of tetramethylguanidinium azide was added. The mixture was stirred at room temperature for 16 hours then water was added and the layers allowed to separate. The organic layer was removed, washed with water and brine, then dried over magnesium sulfate, filtered and solvents removed under vacuum to afford 66 mg (0.30 mmol, 90%) of the pr... Starting materials: C, CCOC(=O)c1cccc(NC(=O)NC2CN(C(=O)C(C)(C)C)c3ccccc3N(CC(=O)c3ccccc3[N+](=O)[O-])C2=O)c1, [Pd]. Yields the product CCOC(=O)c1cccc(NC(=O)NC2CN(C(=O)C(C)(C)C)c3ccccc3N(CC(=O)c3ccccc3N)C2=O)c1. Reaction SMILES: [C:46].[N+:1]([O-:2])(=[O:3])[c:4]1[c:5]([C:6]([CH2:7][N:8]2[C:9](=[O:40])[CH:10]([NH:25][C:26](=[O:27])[NH:28][c:29]3[cH:30][c:31]([C:35](=[O:36])[O:37][CH2:38][CH3:39])[cH:32][cH:33][cH:34]3)[CH2:11][N:12]([C:19]([C:20]([CH3:21])([CH3:22])[CH3:23])=[O:24])[c:13]3[c:14]2[cH:15][cH:16][cH:17][cH:18]3)=[O:41])[cH:42][cH:43][cH:44][cH:45]1.[Pd:47]>>[NH2:1][c:4]1[c:5]([C:6]([CH2:7][N:8]2[C:9](=[O:40])[CH:10]([NH:25][C:26](=[O:27])[NH:28][c:29]3[cH:30][c:31]([C:35](=[O:36])[O:37][CH2:38][CH3:39])[cH:32][cH:33][cH:34]3)[CH2:11][N:12]([C:19]([C:20]([CH3:21])([CH3:22])[CH3:23])=[O:24])[c:13]3[c:14]2[cH:15][cH:16][cH:17][cH:18]3)=[O:41])[cH:42][cH:43][cH:44][cH:45]1.